This data is from the Open Reaction Database (ORD), a public repository of structured organic reaction records. The task is: describe an organic reaction: reactants, conditions, products, and yield The reactants are ClC=1C=CC(=C(C(=O)O)C1)C (5-chloro-2-methylbenzoic acid), C(C)O (ethanol), S(=O)(Cl)Cl (thionyl chloride). Solvent: C(C)OCC (diethyl ether). Run at temperature 0 celsius. Yields the product ClC=1C=CC(=C(C(=O)OCC)C1)C (ethyl 5-chloro-2-methylbenzoate). As a reaction SMILES: [Cl:1][C:2]1[CH:3]=[CH:4][C:5]([CH3:11])=[C:6]([CH:10]=1)[C:7]([OH:9])=[O:8].S(Cl)(Cl)=O.[CH2:16](O)[CH3:17]>C(OCC)C>[Cl:1][C:2]1[CH:3]=[CH:4][C:5]([CH3:11])=[C:6]([CH:10]=1)[C:7]([O:9][CH2:16][CH3:17])=[O:8]. Procedure details: A mixture of 5-chloro-2-methylbenzoic acid (3.00 g, 17.5 mmol) in ethanol (30 mL) was cooled to 0° C. with an ice bath and thionyl chloride (12.5 mL, 105.5 mmol) was added dropwise, over 30 minutes. After this time, the mixture was warmed to room temperature for 1 h, then transferred to an oil bath, and heated to 70° C. overnight. The mixture was then cooled to room temperature and concentrated under reduced pressure. The solids obtained were then redissolved in diethyl ether (50 mL) and washed ... Starting materials: NNCc1ccccc1, CN(C)C=C1C(=O)CCC1=O, CO, Cl, Cl, [Na+], [OH-]. Product: O=C1CCC(=O)C1=CNNCc1ccccc1. As a reaction SMILES: [CH2:3]([c:4]1[cH:5][cH:6][cH:7][cH:8][cH:9]1)[NH:10][NH2:11].[CH3:14][N:15]([CH3:16])[CH:17]=[C:18]1[C:19](=[O:24])[CH2:20][CH2:21][C:22]1=[O:23].[CH3:25][OH:26].[ClH:1].[ClH:2].[Na+:13].[OH-:12]>>[CH2:3]([c:4]1[cH:5][cH:6][cH:7][cH:8][cH:9]1)[NH:10][NH:11][CH:17]=[C:18]1[C:19](=[O:24])[CH2:20][CH2:21][C:22]1=[O:23]. The reactants are B, C1CCOC1, Cl, CNC(=O)c1cc(N)ccc1SC(C)C. Product: CNCc1cc(N)ccc1SC(C)C. RXN SMILES: [BH3:1].[CH2:18]1[O:19][CH2:20][CH2:21][CH2:22]1.[ClH:17].[NH2:2][c:3]1[cH:4][cH:5][c:6]([S:13][CH:14]([CH3:15])[CH3:16])[c:7]([C:8](=[O:9])[NH:10][CH3:11])[cH:12]1>>[NH2:2][c:3]1[cH:4][cH:5][c:6]([S:13][CH:14]([CH3:15])[CH3:16])[c:7]([CH2:8][NH:10][CH3:11])[cH:12]1. Starting materials: NC1=CC=CC=C1 (aniline), [O-]P(=O)([O-])[O-].[K+].[K+].[K+] (K3PO4), COC(C1=CC=C(C=C1)Br)=O (4-bromobenzoic acid methyl ester). Reagents/catalysts: C(C)(=O)[O-].[Pd+2].C(C)(=O)[O-] (palladium(II) acetate), C1(CCCCC1)P(C1CCCCC1)C1=C(C=CC=C1)C1=C(C(=CC=C1)OC)OC (dicylcohexylphosphino-2′,3′-dimethoxy biphenyl). Run in C1(=CC=CC=C1)C (toluene). The product is COC(C1=CC=C(C=C1)NC1=CC=CC=C1)=O (4-phenylamino-benzoic acid methyl ester). Isolated yield 62.9%. As a reaction SMILES: [NH2:1][C:2]1[CH:7]=[CH:6][CH:5]=[CH:4][CH:3]=1.[O-]P([O-])([O-])=O.[K+].[K+].[K+].[CH3:16][O:17][C:18](=[O:26])[C:19]1[CH:24]=[CH:23][C:22](Br)=[CH:21][CH:20]=1>C1(C)C=CC=CC=1.C([O-])(=O)C.[Pd+2].C([O-])(=O)C.C1(P(C2C=CC=CC=2C2C=CC=C(OC)C=2OC)C2CCCCC2)CCCCC1>[CH3:16][O:17][C:18](=[O:26])[C:19]1[CH:24]=[CH:23][C:22]([NH:1][C:2]2[CH:7]=[CH:6][CH:5]=[CH:4][CH:3]=2)=[CH:21][CH:20]=1 |f:1.2.3.4,7.8.9|. Reported procedure: A mixture of dicylcohexylphosphino-2′,3′-dimethoxy biphenyl (17 mg, 0.04 mmol), palladium(II) acetate (5 mg, 0.02 mmol) in toluene (20 mL) was degassed with argon gas for 15 min. To the resulting mixture was added aniline (136 mg, 1.4 mmol), K3PO4 (636 mg, 3.0 mmol), and 4-bromobenzoic acid methyl ester (300 mg, 1.4 mmol) and stirring was continued at reflux temperature overnight. After completion of the reaction, the reaction mixture was filtered through celite and the filtrate collected was co... Reactants: [H-].[Li+].[Al+3].[H-].[H-].[H-] (aluminium lithium hydride), C(C1=CC=CC=C1)N1C(=NC=C1)CCC(=O)OCC (1-benzyl-2-(2-carbethoxyethyl)imidazole), O (water), [OH-].[Na+] (sodium hydroxide), O (water). Run in CCOCC (ether), CCOCC (ether). The product is C(C1=CC=CC=C1)N1C(=NC=C1)CCCO (1-benzyl-2-(3-hydroxypropyl) imidazole). Isolated yield 105.7%. Reaction SMILES: [CH2:1]([N:8]1[CH:12]=[CH:11][N:10]=[C:9]1[CH2:13][CH2:14][C:15](OCC)=[O:16])[C:2]1[CH:7]=[CH:6][CH:5]=[CH:4][CH:3]=1.[H-].[Li+].[Al+3].[H-].[H-].[H-].O.[OH-].[Na+]>CCOCC>[CH2:1]([N:8]1[CH:12]=[CH:11][N:10]=[C:9]1[CH2:13][CH2:14][CH2:15][OH:16])[C:2]1[CH:3]=[CH:4][CH:5]=[CH:6][CH:7]=1 |f:1.2.3.4.5.6,8.9|. Reported procedure: A solution of 1-benzyl-2-(2-carbethoxyethyl)imidazole (5.2 g) in dry ether (150 ml) is added, dropwise, to a stirred suspension of aluminium lithium hydride (1.0 g) in dry ether (150 ml) at gentle reflux. The suspension is subsequently heated under reflux for two hours, and then cooled during the successive addition of water (1 ml), 15% sodium hydroxide (1 ml) and water (3 ml). After heating under reflux for 0.5 hour and filtration, the insoluble solid is extracted with hot methanol (3 × 100 ml)...